Dataset: the Open Reaction Database (ORD), a public repository of structured organic reaction records. Task: describe an organic reaction: reactants, conditions, products, and yield As a reaction SMILES: [Br:15][CH2:16][C:17](=[O:18])[O:19][CH2:20][CH3:21].[CH3:23][N:24]([CH3:25])[CH:26]=[O:27].[CH3:28][CH2:29][O:30][C:31](=[O:32])[CH3:33].[Cl:1][c:2]1[s:3][c:4]([C:7]([CH2:8][NH:9][CH:10]=[O:11])=[O:12])[cH:5][cH:6]1.[H-:13].[Na+:14].[OH2:22]>>[Cl:1][c:2]1[s:3][c:4]([C:7]([CH:8]([NH:9][CH:10]=[O:11])[CH2:16][C:17](=[O:18])[O:19][CH2:20][CH3:21])=[O:12])[cH:5][cH:6]1. Reactants: CCOC(=O)CBr, CN(C)C=O, CCOC(C)=O, O=CNCC(=O)c1ccc(Cl)s1, [H-], [Na+], O. The product is CCOC(=O)CC(NC=O)C(=O)c1ccc(Cl)s1. The reactants are COC(=O)CO, C1CCOC1, CC(C)(C)[O-], O=[N+]([O-])c1ccc(Cl)nc1, [K+]. Product: COC(=O)COc1ccc([N+](=O)[O-])cn1. As a reaction SMILES: [C:11]([CH2:12][OH:13])(=[O:14])[O:15][CH3:16].[CH2:23]1[O:24][CH2:25][CH2:26][CH2:27]1.[CH3:17][C:18]([CH3:19])([O-:20])[CH3:21].[Cl:1][c:2]1[n:3][cH:4][c:5]([N+:8](=[O:9])[O-:10])[cH:6][cH:7]1.[K+:22]>>[c:2]1([O:13][CH2:12][C:11](=[O:14])[O:15][CH3:16])[n:3][cH:4][c:5]([N+:8](=[O:9])[O-:10])[cH:6][cH:7]1. Starting materials: C(#N)CC(=O)O (Cyanoacetic acid), CN(C=O)C (N,N-Dimethylformamide), ON1N=NC2=C1C=CC=C2 (1-Hydroxybenzotriazole), Cl.CN(CCCN=C=NCC)C (N-(3-Dimethylaminopropyl)-N′-ethylcarbodiimide hydrochloride), C(C)(C)N(C(C)C)CC (N,N-Diisopropylethylamine), Cl.C(C)NC(=O)NC1=CC=C(C=C1)C=1N=C(C2=C(N1)CCNC2)N2[C@H](COCC2)C ((S)-1-ethyl-3-(4-(4-(3-methylmorpholino)-5,6,7,8-tetrahydropyrido[4,3-d]pyrimidin-2-yl)phenyl)urea hydrochloride). Reaction conditions: temperature 40 celsius, time 4 day. Product: C(#N)CC(=O)N1CC2=C(N=C(N=C2N2[C@H](COCC2)C)C2=CC=C(C=C2)NC(=O)NCC)CC1 ((S)-1-(4-(6-(2-cyanoacetyl)-4-(3-methylmorpholino)-5,6,7,8-tetrahydropyrido[4,3-d]pyrimidin-2-yl)phenyl)-3-ethylurea). Reaction SMILES: [C:1]([CH2:3][C:4]([OH:6])=O)#[N:2].CN(C)C=O.ON1C2C=CC=CC=2N=N1.Cl.CN(C)CCCN=C=NCC.C(N(CC)C(C)C)(C)C.Cl.[CH2:44]([NH:46][C:47]([NH:49][C:50]1[CH:55]=[CH:54][C:53]([C:56]2[N:57]=[C:58]([N:66]3[CH2:71][CH2:70][O:69][CH2:68][C@@H:67]3[CH3:72])[C:59]3[CH2:65][NH:64][CH2:63][CH2:62][C:60]=3[N:61]=2)=[CH:52][CH:51]=1)=[O:48])[CH3:45]>>[C:1]([CH2:3][C:4]([N:64]1[CH2:63][CH2:62][C:60]2[N:61]=[C:56]([C:53]3[CH:52]=[CH:51][C:50]([NH:49][C:47]([NH:46][CH2:44][CH3:45])=[O:48])=[CH:55][CH:54]=3)[N:57]=[C:58]([N:66]3[CH2:71][CH2:70][O:69][CH2:68][C@@H:67]3[CH3:72])[C:59]=2[CH2:65]1)=[O:6])#[N:2] |f:3.4,6.7|. Reported procedure: Cyanoacetic acid (0.0300 g, 0.000353 mol) in dry N,N-Dimethylformamide (1.60 mL, 0.0207 mol) was added 1-Hydroxybenzotriazole (0.0488 g, 0.000361 mol) followed by N-(3-Dimethylaminopropyl)-N′-ethylcarbodiimide hydrochloride (0.0721 g, 0.000376 mol) then followed by N,N-Diisopropylethylamine (0.161 mL, 0.000924 mol) and then (S)-1-ethyl-3-(4-(4-(3-methylmorpholino)-5,6,7,8-tetrahydropyrido[4,3-d]pyrimidin-2-yl)phenyl)urea hydrochloride (0.1000 g, 0.0002310 mol). The reaction mixture heated at 40°... Reactants: [Al+3], [Cl-], CCOC(=O)C(C)Oc1ccc(CNc2ccc(Cl)cc2)cc1, [H-], [H-], [H-], [H-], [Li+], [NH4+]. Yields the product CC(CO)Oc1ccc(CNc2ccc(Cl)cc2)cc1. RXN SMILES: [Al+3:25].[Cl-:30].[Cl:1][c:2]1[cH:3][cH:4][c:5]([NH:6][CH2:7][c:8]2[cH:9][cH:10][c:11]([O:12][CH:13]([C:14](=[O:15])[O:16][CH2:17][CH3:18])[CH3:19])[cH:20][cH:21]2)[cH:22][cH:23]1.[H-:24].[H-:27].[H-:28].[H-:29].[Li+:26].[NH4+:31]>>[Cl:1][c:2]1[cH:3][cH:4][c:5]([NH:6][CH2:7][c:8]2[cH:9][cH:10][c:11]([O:12][CH:13]([CH2:14][OH:15])[CH3:19])[cH:20][cH:21]2)[cH:22][cH:23]1.